This data is from the Open Reaction Database (ORD), a public repository of structured organic reaction records. The task is: describe an organic reaction: reactants, conditions, products, and yield The reactants are Cl (hydrogen chloride), CN(CCCC1=CNC2=CC=C(C=C12)N)C (3-(3-(Dimethylamino)propyl)-1H-indol-5-amine), amine, I.CSC(=N)C=1SC=CC1 (thiophene-2-carboximidothioic acid methyl ester hydroiodide), N (ammonia). The solvent is CCOCC (ether), CO (methanol), ClCCl (dichloromethane), CCOCC (ether), CO (methanol), C(C)O (ethanol). Run at time 16 hour. The product is CN(CCCC1=CNC2=CC=C(C=C12)NC(=N)C=1SC=CC1)C (N-(3-(3-(dimethylamino)propyl)-1H-indol-5-yl)thiophene-2-carboximidamide). As a reaction SMILES: [CH3:1][N:2]([CH3:16])[CH2:3][CH2:4][CH2:5][C:6]1[C:14]2[C:9](=[CH:10][CH:11]=[C:12]([NH2:15])[CH:13]=2)[NH:8][CH:7]=1.I.CS[C:20]([C:22]1[S:23][CH:24]=[CH:25][CH:26]=1)=[NH:21].N.Cl>C(O)C.CO.ClCCl.CCOCC>[CH3:16][N:2]([CH3:1])[CH2:3][CH2:4][CH2:5][C:6]1[C:14]2[C:9](=[CH:10][CH:11]=[C:12]([NH:15][C:20]([C:22]3[S:23][CH:24]=[CH:25][CH:26]=3)=[NH:21])[CH:13]=2)[NH:8][CH:7]=1 |f:1.2|. Procedure: To an argon purged round bottom flask containing 55 (340 mg, 1.56 mmol) was added thiophene-2-carboximidothioic acid methyl ester hydroiodide (669 mg, 2.35 mmol). The two were suspended in absolute ethanol (10 mL) and stirred at room temperature for 16 hours. TLC (10% 2M ammonia in methanol, 90% dichloromethane) revealed all amine had reacted. The reaction was diluted with ether (80 mL) and the fluffy yellow precipitate collected by vacuum filtration. The precipitate was washed with ether (50 mL...